From a dataset of the Open Reaction Database (ORD), a public repository of structured organic reaction records. describe an organic reaction: reactants, conditions, products, and yield Starting materials: C1C2N(CCN1)C(CCC2)=O (octahydro-pyrido[1,2-a]pyrazin-6-one), TEA, FC1=C(C=CC=C1)S(=O)(=O)Cl (2-fluoro-benzenesulfonyl chloride). The solvent is C(Cl)Cl (DCM), CC#N (CH3CN). Reaction conditions: time 3 hour. Yields the product FC1=C(C=CC=C1)S(=O)(=O)N1CC2N(CC1)C(CCC2)=O (2-(2-Fluoro-benzenesulfonyl)-octahydro-pyrido[1,2-a]pyrazin-6-one). Yield: 44.3%. RXN SMILES: [CH2:1]1[NH:6][CH2:5][CH2:4][N:3]2[C:7](=[O:11])[CH2:8][CH2:9][CH2:10][CH:2]12.[F:12][C:13]1[CH:18]=[CH:17][CH:16]=[CH:15][C:14]=1[S:19](Cl)(=[O:21])=[O:20]>C(Cl)Cl.CC#N>[F:12][C:13]1[CH:18]=[CH:17][CH:16]=[CH:15][C:14]=1[S:19]([N:6]1[CH2:5][CH2:4][N:3]2[C:7](=[O:11])[CH2:8][CH2:9][CH2:10][CH:2]2[CH2:1]1)(=[O:21])=[O:20]. Procedure: To a solution of octahydro-pyrido[1,2-a]pyrazin-6-one (compound of Description 12, 20 mg, 0.13 mmol) in DCM (1 ml), TEA (16 mg, 0.16 mmol) and a solution of 2-fluoro-benzenesulfonyl chloride (25 mg, 0.13 mmol) in CH3CN (1 ml) were added at 0° C. After stirring 3 hours at room temperature, the solvent was evaporated. The residue was partitioned between water and ethyl acetate. The organic layer was washed with brine, dried (Na2SO4) and evaporated under reduced pressure. The residue was purified b... The reactants are CC1COCC(C)N1, CC#N, CCN(C(C)C)C(C)C, COC(=O)CCC(C(N)=O)N1Cc2c(OCc3ccc(CBr)cc3)cccc2C1=O. Yields the product COC(=O)CCC(C(N)=O)N1Cc2c(OCc3ccc(CN4C(C)COCC4C)cc3)cccc2C1=O. As a reaction SMILES: [CH3:31][CH:32]1[CH2:33][O:34][CH2:35][CH:36]([CH3:38])[NH:37]1.[CH3:48][C:49]#[N:50].[CH:39]([N:40]([CH2:41][CH3:42])[CH:43]([CH3:44])[CH3:45])([CH3:46])[CH3:47].[NH2:1][C:2]([CH:3]([CH2:4][CH2:5][C:6](=[O:7])[O:8][CH3:9])[N:10]1[C:11](=[O:29])[c:12]2[cH:13][cH:14][cH:15][c:16]([O:19][CH2:20][c:21]3[cH:22][cH:23][c:24]([CH2:27][Br:28])[cH:25][cH:26]3)[c:17]2[CH2:18]1)=[O:30]>>[NH2:1][C:2]([CH:3]([CH2:4][CH2:5][C:6](=[O:7])[O:8][CH3:9])[N:10]1[C:11](=[O:29])[c:12]2[cH:13][cH:14][cH:15][c:16]([O:19][CH2:20][c:21]3[cH:22][cH:23][c:24]([CH2:27][N:37]4[CH:32]([CH3:31])[CH2:33][O:34][CH2:35][CH:36]4[CH3:38])[cH:25][cH:26]3)[c:17]2[CH2:18]1)=[O:30]. Reactants: [H][H] (hydrogen), C1(\C=C/C(=O)O1)=O (maleic anhydride), C(\C=C/C(=O)O)(=O)O (maleic acid). The product is C1(CCC(=O)O1)=O (succinic anhydride), C1(CCCO1)=O (gamma-butyrolactone). Reaction SMILES: [C:1]1(=[O:7])[O:6][C:4](=[O:5])[CH:3]=[CH:2]1.[C:8]([OH:15])(=O)/[CH:9]=[CH:10]\[C:11]([OH:13])=O.[H][H]>>[C:4]1(=[O:5])[O:6][C:1](=[O:7])[CH2:2][CH2:3]1.[C:11]1(=[O:13])[O:15][CH2:8][CH2:9][CH2:10]1. Reported procedure: Maleic anhydride is hydrogenated to produce 1,4-butanediol in a two-stage process. In the first stage maleic anhydride and/or maleic acid contacted with hydrogen at a temperature of about 100° C. to about 350° C. in the presence of a suitable hydrogenation catalyst to produce succinic anhydride and/or gamma-butyrolactone. In the second stage, the succinic anhydride and/or gamma-butyrolactone and hydrogen are contacted at a temperature of about 180° C. to about 350° C. in the presence of a ruthen... RXN SMILES: [CH3:18][S:19](=[O:20])(=[O:21])[OH:22].[Cl:1][c:2]1[c:3]([C:9]([CH2:10][OH:11])([CH2:12][CH2:13][CH3:14])[O:15][CH2:16][CH3:17])[cH:4][cH:5][c:6]([Cl:8])[cH:7]1.[cH:23]1[cH:24][cH:25][n:26][cH:27][cH:28]1>>[Cl:1][c:2]1[c:3]([C:9]([CH2:10][O:11][S:19]([CH3:18])(=[O:20])=[O:21])([CH2:12][CH2:13][CH3:14])[O:15][CH2:16][CH3:17])[cH:4][cH:5][c:6]([Cl:8])[cH:7]1. Reactants: CS(=O)(=O)O, CCCC(CO)(OCC)c1ccc(Cl)cc1Cl, c1ccncc1. Yields the product CCCC(COS(C)(=O)=O)(OCC)c1ccc(Cl)cc1Cl. The reactants are CC(C)C[Al+]CC(C)C, CCOC(=O)C=Cc1cc2cc(OCc3nc(-c4ccccc4)oc3C)ccc2o1, [H-]. The product is Cc1oc(-c2ccccc2)nc1COc1ccc2oc(C=CCO)cc2c1. RXN SMILES: [CH2:32]([Al+:33][CH2:34][CH:35]([CH3:36])[CH3:37])[CH:38]([CH3:39])[CH3:40].[CH3:1][c:2]1[c:3]([CH2:13][O:14][c:15]2[cH:16][cH:17][c:18]3[c:19]([cH:20][c:21]([CH:23]=[CH:24][C:25](=[O:26])[O:27][CH2:28][CH3:29])[o:22]3)[cH:30]2)[n:4][c:5](-[c:7]2[cH:8][cH:9][cH:10][cH:11][cH:12]2)[o:6]1.[H-:31]>>[CH3:1][c:2]1[c:3]([CH2:13][O:14][c:15]2[cH:16][cH:17][c:18]3[c:19]([cH:20][c:21]([CH:23]=[CH:24][CH2:25][OH:26])[o:22]3)[cH:30]2)[n:4][c:5](-[c:7]2[cH:8][cH:9][cH:10][cH:11][cH:12]2)[o:6]1. The reactants are ClCC1=CC=C(C=C1)NC(\C=C\C1=CC(=CC=C1)C1=CC=C(C=C1)C)=O ((E)-N-[4-(chloromethyl)-phenyl]-3-(4-methylphenyl)cinnamamide), OCC1CNCCC1 (3-(hydroxymethyl)piperidine), O (water). Reported procedure: In DMF (3ml) was dissolved (E)-N-[4-(chloromethyl)-phenyl]-3-(4-methylphenyl)cinnamamide (200mg), and to the solution were added 3-(hydroxymethyl)piperidine (191mg). The mixture was stirred at room temperature for 72 hours, and to the mixture was added water (50ml). The mixture was extracted with ethyl acetate. The organic layer was washed with saturated sodium chloride solution, dried with anhydrous sodium sulfate, and concentrated under reduced pressure. The residue was recrystallized from eth... Yields the product OCC1CN(CCC1)CC1=CC=C(C=C1)NC(\C=C\C1=CC(=CC=C1)C1=CC=C(C=C1)C)=O ((E)-N-[4-[3-(hydroxy-methyl)piperidinomethyl]phenyl]-3-(4-methylphenyl)-cinnamamide). Solvent: CN(C)C=O (DMF). Conditions: time 72 hour. Isolated yield 65.7%. Reaction SMILES: Cl[CH2:2][C:3]1[CH:8]=[CH:7][C:6]([NH:9][C:10](=[O:26])/[CH:11]=[CH:12]/[C:13]2[CH:18]=[CH:17][CH:16]=[C:15]([C:19]3[CH:24]=[CH:23][C:22]([CH3:25])=[CH:21][CH:20]=3)[CH:14]=2)=[CH:5][CH:4]=1.[OH:27][CH2:28][CH:29]1[CH2:34][CH2:33][CH2:32][NH:31][CH2:30]1.O>CN(C=O)C>[OH:27][CH2:28][CH:29]1[CH2:34][CH2:33][CH2:32][N:31]([CH2:2][C:3]2[CH:8]=[CH:7][C:6]([NH:9][C:10](=[O:26])/[CH:11]=[CH:12]/[C:13]3[CH:18]=[CH:17][CH:16]=[C:15]([C:19]4[CH:24]=[CH:23][C:22]([CH3:25])=[CH:21][CH:20]=4)[CH:14]=3)=[CH:5][CH:4]=2)[CH2:30]1.